This data is from the Open Reaction Database (ORD), a public repository of structured organic reaction records. The task is: describe an organic reaction: reactants, conditions, products, and yield Starting materials: C(=O)(OCC1C2=CC=CC=C2C2=CC=CC=C12)N[C@@H](C(C)C)C(=O)O (Fmoc-Valine), ON1N=NC2=C1C=CC=C2 (1-hydroxybenzotriazole), C1(CCCCC1)N=C=NC1CCCCC1 (dicyclohexylcarbodiimide), NC1=NNC(S1)=S (5-amino-1,3,4-thiadiazole-2-thione). Yields the product C1=CC=CC=2C3=CC=CC=C3C(C12)COC(=O)N[C@@H](C(C)C)C(=O)NC1=NNC(S1)=S (5-(N-(9-fluorenylmethoxycarbonyl)valylamino)-1,3,4-thiadiazole-2-thione). Reaction SMILES: [C:1]([NH:18][C@H:19]([C:23]([OH:25])=O)[CH:20]([CH3:22])[CH3:21])([O:3][CH2:4][CH:5]1[C:17]2[C:12](=[CH:13][CH:14]=[CH:15][CH:16]=2)[C:11]2[C:6]1=[CH:7][CH:8]=[CH:9][CH:10]=2)=[O:2].ON1C2C=CC=CC=2N=N1.C1(N=C=NC2CCCCC2)CCCCC1.[NH2:51][C:52]1[S:56][C:55](=[S:57])[NH:54][N:53]=1>>[CH:7]1[C:6]2[CH:5]([CH2:4][O:3][C:1]([NH:18][C@H:19]([C:23]([NH:51][C:52]3[S:56][C:55](=[S:57])[NH:54][N:53]=3)=[O:25])[CH:20]([CH3:22])[CH3:21])=[O:2])[C:17]3[C:12](=[CH:13][CH:14]=[CH:15][CH:16]=3)[C:11]=2[CH:10]=[CH:9][CH:8]=1. Procedure: Fmoc-Valine (0.68 grams), 1-hydroxybenzotriazole (0.36 grams), dicyclohexylcarbodiimide (0.42 grams) and 5-amino-1,3,4-thiadiazole-2-thione (0.4 grams) were reacted according to the procedures described in Example 1. The resulting product was recrystallized from ethanol-pentane. M.P. 141°-144° C. NMR spectrum (d6 -DMSO) 14.06 (s, 1H), 12.56 (s,1H), 8.00-7.60;7.5-7.2 (m, 9H; NH+aromatics) 4.4-4.0 (m, 4H) 2.2-2.0 (m, 1H), 0.98 (bs, 6H). Reactants: N(=[N+]=[N-])C[C@H]1CN(C(O1)=O)C1=CC(=C(C=C1)C1(CC1)C#N)F (5(R)-azidomethyl-3-[4-(1-cyanocyclopropan-1-yl)-3-fluorophenyl]oxazolidin-2-one). Reagents/catalysts: [Pd].CC(=O)[O-].CC(=O)[O-].[Pb+2] (Lindlar catalyst). Run in CO (methanol). Reaction conditions: time 3 hour. Yields the product NC[C@H]1CN(C(O1)=O)C1=CC(=C(C=C1)C1(CC1)C#N)F (5(S)-aminomethyl-3-[4-(1-cyanocyclopropan-1-yl)-3-fluorophenyl]oxazolidin-2-one). Reaction SMILES: [N:1]([CH2:4][C@@H:5]1[O:9][C:8](=[O:10])[N:7]([C:11]2[CH:16]=[CH:15][C:14]([C:17]3([C:20]#[N:21])[CH2:19][CH2:18]3)=[C:13]([F:22])[CH:12]=2)[CH2:6]1)=[N+]=[N-]>[Pd].CC([O-])=O.CC([O-])=O.[Pb+2].CO>[NH2:1][CH2:4][C@@H:5]1[O:9][C:8](=[O:10])[N:7]([C:11]2[CH:16]=[CH:15][C:14]([C:17]3([C:20]#[N:21])[CH2:18][CH2:19]3)=[C:13]([F:22])[CH:12]=2)[CH2:6]1 |f:1.2.3.4|. Reported procedure: A suspension of 5(R)-azidomethyl-3-[4-(1-cyanocyclopropan-1-yl)-3-fluorophenyl]oxazolidin-2-one (122 mg) and Lindlar catalyst (12 mg) in methanol (5 mL) was hydrogenated at 1 atm for 3 hours at room temperature. After filtration of the catalyst, the filtrate was concentrated in vacuo to give 5(S)-aminomethyl-3-[4-(1-cyanocyclopropan-1-yl)-3-fluorophenyl]oxazolidin-2-one. To a solution of crude 5(S)-aminomethyl-3-[4-(1-cyanocyclopropan-1-yl)-3-fluorophenyl]oxazolidin-2-one thus obtained in dichlo... Reactants: N=1C=2C=C(C=CC2C=CC1C)[Si](C)(C)C. Reagents/catalysts: O1B(OC(C)(C)C1(C)C)B2OC(C)(C)C(O2)(C)C, N=1C=CC(=CC1C=2N=CC=C(C2)C(C)(C)C)C(C)(C)C, C[OH2+].C[OH2+].C1CC=CCCC=C1.C1CC=CCCC=C1.[Ir].[Ir]. The solvent is O(C)C(C)(C)C. Conditions: temperature 100 celsius, time 1.5 hour. Product: N=1C=2C=C(C=CC2C(=CC1C)B3OC(C)(C)C(O3)(C)C)[Si](C)(C)C, N=1C2=CC(=CC(B3OC(C)(C)C(O3)(C)C)=C2C=CC1C)[Si](C)(C)C. Yield: 17.0%. Procedure details: Application of general procedure Awith 2-methyl-7-(trimethylsilyl)quinoline (215 mg, 1.00mmol) afforded a mixture of 3 mono-borylated products in a 70:20:10 ratio, as determined by GC-MS.